From a dataset of the Open Reaction Database (ORD), a public repository of structured organic reaction records. describe an organic reaction: reactants, conditions, products, and yield The reactants are NCC(C1=C(C=CC=C1)Cl)NC(OC(C)(C)C)=O (tert-Butyl [2-amino-1-(2-chlorophenyl)ethyl]carbamate), CS(=O)(=O)Cl (methanesulphonyl chloride). Solvent: N1=CC=CC=C1 (pyridine). The product is ClC1=C(C=CC=C1)C(CNS(=O)(=O)C)NC(OC(C)(C)C)=O (tert-Butyl {1-(2-chlorophenyl)-2-[(methylsulphonyl)amino]ethyl}carbamate). RXN SMILES: [NH2:1][CH2:2][CH:3]([NH:11][C:12](=[O:18])[O:13][C:14]([CH3:17])([CH3:16])[CH3:15])[C:4]1[CH:9]=[CH:8][CH:7]=[CH:6][C:5]=1[Cl:10].[CH3:19][S:20](Cl)(=[O:22])=[O:21]>N1C=CC=CC=1>[Cl:10][C:5]1[CH:6]=[CH:7][CH:8]=[CH:9][C:4]=1[CH:3]([NH:11][C:12](=[O:18])[O:13][C:14]([CH3:15])([CH3:17])[CH3:16])[CH2:2][NH:1][S:20]([CH3:19])(=[O:22])=[O:21]. Reported procedure: A solution of 330 mg (1.15 mmol) of the compound from Example 113A in 7 ml of pyridine was admixed at RT with 177 μl (2.29 mmol) of methanesulphonyl chloride. After 1 h the volatile constituents were removed on a rotary evaporator. The residue is purified by preparative HPLC [Method 23]. The product fraction was freed from the solvents on a rotary evaporator. Drying of the residue in an HV gave 312 mg (78% of theory) of the title compound.